From a dataset of the Open Reaction Database (ORD), a public repository of structured organic reaction records. describe an organic reaction: reactants, conditions, products, and yield Starting materials: CC(C)(C)N1C(=O)C(Cl)=C(c2ccccc2)S1(=O)=O, COc1ccc(N2CCC(N)CC2)nn1, Cl, Cl, CN(C)C=O, O. The product is COc1ccc(N2CCC(NC3=C(c4ccccc4)S(=O)(=O)N(C(C)(C)C)C3=O)CC2)nn1. Reaction SMILES: [C:1]([CH3:2])([CH3:3])([CH3:4])[N:5]1[S:6](=[O:18])(=[O:19])[C:7]([c:12]2[cH:13][cH:14][cH:15][cH:16][cH:17]2)=[C:8]([Cl:11])[C:9]1=[O:10].[CH3:22][O:23][c:24]1[cH:25][cH:26][c:27]([N:30]2[CH2:31][CH2:32][CH:33]([NH2:36])[CH2:34][CH2:35]2)[n:28][n:29]1.[ClH:20].[ClH:21].[O:37]=[CH:38][N:39]([CH3:40])[CH3:41].[OH2:42]>>[C:1]([CH3:2])([CH3:3])([CH3:4])[N:5]1[S:6](=[O:18])(=[O:19])[C:7]([c:12]2[cH:13][cH:14][cH:15][cH:16][cH:17]2)=[C:8]([NH:36][CH:33]2[CH2:32][CH2:31][N:30]([c:27]3[cH:26][cH:25][c:24]([O:23][CH3:22])[n:29][n:28]3)[CH2:35][CH2:34]2)[C:9]1=[O:10]. Starting materials: C1(=CC=CC=C1)[C@H](C(=O)N[C@H]1[C@@H](CC2=CC=CC=C2C1)O)C (Trans-N-[(2R)-2-phenylpropanoyl]-3-amino-1,2,3,4-tetrahydro-2-naphthalenol), Cl (hydrochloric acid). Yields the product Cl.N[C@H]1[C@@H](CC2=CC=CC=C2C1)O ((+)-Trans-3-amino-1,2,3,4-tetrahydro2-naphthalenol, hydrochloride). As a reaction SMILES: C1([C@@H](C)C([NH:10][C@@H:11]2[CH2:20][C:19]3[C:14](=[CH:15][CH:16]=[CH:17][CH:18]=3)[CH2:13][C@H:12]2[OH:21])=O)C=CC=CC=1.[ClH:23]>>[ClH:23].[NH2:10][C@@H:11]1[CH2:20][C:19]2[C:14](=[CH:15][CH:16]=[CH:17][CH:18]=2)[CH2:13][C@H:12]1[OH:21] |f:2.3|. Reported procedure: Trans-N-[(2R)-2-phenylpropanoyl]-3-amino-1,2,3,4-tetrahydro-2-naphthalenol, diastereoisomer A (183 mg) was refluxed in 6N aqueous hydrochloric acid (20 ml) for 4 hours. The reaction mixture was evaporated in vacuo and the residue taken up in water. The aqueous solution was washed with ethyl acetate and evaporated to give a white solid which was recrystallized from a methanol/ethyl acetate mixture to yield the title compound (99 mg).